From a dataset of the Open Reaction Database (ORD), a public repository of structured organic reaction records. describe an organic reaction: reactants, conditions, products, and yield Starting materials: CC(=O)OC(C)=O, COc1ccc(CCN)cc1OC1CCCC1, c1ccncc1. Yields the product COc1ccc(CCNC(C)=O)cc1OC1CCCC1. As a reaction SMILES: [CH3:18][C:19](=[O:20])[O:21][C:22](=[O:23])[CH3:24].[CH:1]1([O:6][c:7]2[cH:8][c:9]([CH2:15][CH2:16][NH2:17])[cH:10][cH:11][c:12]2[O:13][CH3:14])[CH2:2][CH2:3][CH2:4][CH2:5]1.[cH:25]1[cH:26][cH:27][n:28][cH:29][cH:30]1>>[CH:1]1([O:6][c:7]2[cH:8][c:9]([CH2:15][CH2:16][NH:17][C:19]([CH3:18])=[O:20])[cH:10][cH:11][c:12]2[O:13][CH3:14])[CH2:2][CH2:3][CH2:4][CH2:5]1.